Task: describe an organic reaction: reactants, conditions, products, and yield. Dataset: the Open Reaction Database (ORD), a public repository of structured organic reaction records As a reaction SMILES: [CH2:1]([O:3][C:4](=[O:2])[C:6]1=[CH:7][NH:8][C:9]2=[C:16]([C:17](=[O:18])[N:19]([CH3:20])[CH3:21])[CH2:15][CH2:14][CH:13]([CH3:22])[N:10]2[C:11]1=[O:12])[CH3:5].[CH3:24][CH2:25][OH:26].[NH3:23]>>[O:3]=[C:4]([C:6]1=[CH:7][NH:8][C:9]2=[C:16]([C:17](=[O:18])[N:19]([CH3:20])[CH3:21])[CH2:15][CH2:14][CH:13]([CH3:22])[N:10]2[C:11]1=[O:12])[NH2:23]. Starting materials: CCOC(=O)C1=CNC2=C(C(=O)N(C)C)CCC(C)N2C1=O, CCO, N. Product: CC1CCC(C(=O)N(C)C)=C2NC=C(C(N)=O)C(=O)N21. The reactants are COC1=CC=C(C=C1)CCN1CCC(CC1)NC1=NC2=C(N1CC=1N=CSC1)C=CC=C2 (N-[1-[2-(4-methoxyphenyl)ethyl]-4-piperidinyl]-1-(4-thiazolylmethyl)-1H-benzimidazol-2-amine), Br (hydrobromic acid). The solvent is O (water). Yields the product Br.Br.S1C=NC(=C1)CN1C(=NC2=C1C=CC=C2)NC2CCN(CC2)CCC2=CC=C(C=C2)O (4-[2-[4-[[1-(4-thiazolylmethyl)-1H-benzimidazol-2-yl]amino]-1-piperidinyl]ethyl]phenol dihydrobromide). Reaction SMILES: C[O:2][C:3]1[CH:8]=[CH:7][C:6]([CH2:9][CH2:10][N:11]2[CH2:16][CH2:15][CH:14]([NH:17][C:18]3[N:22]([CH2:23][C:24]4[N:25]=[CH:26][S:27][CH:28]=4)[C:21]4[CH:29]=[CH:30][CH:31]=[CH:32][C:20]=4[N:19]=3)[CH2:13][CH2:12]2)=[CH:5][CH:4]=1.[BrH:33]>O>[BrH:33].[BrH:33].[S:27]1[CH:28]=[C:24]([CH2:23][N:22]2[C:21]3[CH:29]=[CH:30][CH:31]=[CH:32][C:20]=3[N:19]=[C:18]2[NH:17][CH:14]2[CH2:13][CH2:12][N:11]([CH2:10][CH2:9][C:6]3[CH:7]=[CH:8][C:3]([OH:2])=[CH:4][CH:5]=3)[CH2:16][CH2:15]2)[N:25]=[CH:26]1 |f:3.4.5|. Procedure: A mixture of 5 parts of N-[1-[2-(4-methoxyphenyl)ethyl]-4-piperidinyl]-1-(4-thiazolylmethyl)-1H-benzimidazol-2-amine and 150 parts of a hydrobromic acid solution 48% in water was stirred and refluxed overnight. The reaction mixture was evaporated and the solid residue was crystallized from ethanol 80%, yielding 4 parts of 4-[2-[4-[[1-(4-thiazolylmethyl)-1H-benzimidazol-2-yl]amino]-1-piperidinyl]ethyl]phenol dihydrobromide; mp. 291.0° C. (compound 59). Reactants: OC1=C(C=C(C(=O)O)C=C1)Cl (4-hydroxy-3-chlorobenzoic acid), C(C)(=O)OC(C)=O (acetic anhydride). Conditions: time 30 minute. The product is C(C)(=O)OC1=C(C=C(C(=O)O)C=C1)Cl (4-Acetoxy-3-chlorobenzoic acid). The yield is 52.0%. Reaction SMILES: [OH:1][C:2]1[CH:10]=[CH:9][C:5]([C:6]([OH:8])=[O:7])=[CH:4][C:3]=1[Cl:11].[C:12](OC(=O)C)(=[O:14])[CH3:13]>>[C:12]([O:1][C:2]1[CH:10]=[CH:9][C:5]([C:6]([OH:8])=[O:7])=[CH:4][C:3]=1[Cl:11])(=[O:14])[CH3:13]. Reported procedure: A mixture of 10 g. 4-hydroxy-3-chlorobenzoic acid and 50 ml. of acetic anhydride is refluxed for two hours. Excess acetic anhydride is distilled under vacuum and the residue diluted and stirred with a mixture of methanol (100 ml.) and water (20 ml.) at about 50° for 30 minutes. The mixture is then reduced to low volume under vacuum, water added and the precipitated crystals filtered. Recrystallization from toluene gives 6.5 g. (52% yield) m.p. 162°-163° C. The reactants are C(=O)(O)C1=C2C(OCC2=C(C(=C1C/C=C(/CCC(=O)O)\C)CC)C)=O ((E)-6-(4-carboxy-1,3-dihydro-6-ethyl-7-methyl-3-oxoisobenzofuran-5-yl)-4-methyl-4-hexenoic acid), C1(=CC=C(C=C1)S(=O)(=O)O)C (p-toluenesulfonic acid). The solvent is CO (methanol). The product is C(=O)(O)C1=C2C(OCC2=C(C(=C1C/C=C(/CCC(=O)OC)\C)CC)C)=O (methyl (E)-6-(4-carboxy-1,3-dihydro-6-ethyl-7-methyl-3-oxoisobenzofuran-5-yl)-4-methyl-4-hexenoate). As a reaction SMILES: [C:1]([C:4]1[C:12]([CH2:13]/[CH:14]=[C:15](\[CH3:21])/[CH2:16][CH2:17][C:18]([OH:20])=[O:19])=[C:11]([CH2:22][CH3:23])[C:10]([CH3:24])=[C:9]2[C:5]=1[C:6](=[O:25])[O:7][CH2:8]2)([OH:3])=[O:2].[C:26]1(C)C=CC(S(O)(=O)=O)=CC=1>CO>[C:1]([C:4]1[C:12]([CH2:13]/[CH:14]=[C:15](\[CH3:21])/[CH2:16][CH2:17][C:18]([O:20][CH3:26])=[O:19])=[C:11]([CH2:22][CH3:23])[C:10]([CH3:24])=[C:9]2[C:5]=1[C:6](=[O:25])[O:7][CH2:8]2)([OH:3])=[O:2]. Procedure details: A solution of 3.88 g of (E)-6-(4-carboxy-1,3-dihydro-6-ethyl-7-methyl-3-oxoisobenzofuran-5-yl)-4-methyl-4-hexenoic acid and 0.2 g of p-toluenesulfonic acid in methanol (60 ml) is stirred at room temperature for 8 hours. The solvent is evaporated under reduced pressure. The residue is dissolved in ethyl acetate, and this solution washed twice with water, once with brine, and dried over magnesium sulfate. The solvent is evaporated under reduced pressure to give methyl (E)-6-(4-carboxy-1,3-dihydro-... Reactants: C1CCCCC1 (cyclohexane), C(C)OP(OCC)(=O)CC=1N=CN(C1)C(C1=CC=CC=C1)(C1=CC=CC=C1)C1=CC=CC=C1 ((1-trityl-1H-imidazol-4-ylmethyl)-phosphonic acid diethyl ester), CC(C(=O)C1=CC=CC=C1)(C)C (2,2-dimethylpropiophenone), CC(C)(C)[O-].[K+] (potassium tert-butylate). Run in C1CCOC1 (THF). Reaction conditions: time 15 minute. Product: CC(C(=CC=1N=CN(C1)C(C1=CC=CC=C1)(C1=CC=CC=C1)C1=CC=CC=C1)C1=CC=CC=C1)(C)C (4-(3,3-dimethyl-2-phenyl-but-1-enyl)-1-trityl-1H-imidazole). RXN SMILES: C(OP([CH2:9][C:10]1[N:11]=[CH:12][N:13]([C:15]([C:28]2[CH:33]=[CH:32][CH:31]=[CH:30][CH:29]=2)([C:22]2[CH:27]=[CH:26][CH:25]=[CH:24][CH:23]=2)[C:16]2[CH:21]=[CH:20][CH:19]=[CH:18][CH:17]=2)[CH:14]=1)(=O)OCC)C.CC([O-])(C)C.[K+].[CH3:40][C:41]([CH3:51])([CH3:50])[C:42]([C:44]1[CH:49]=[CH:48][CH:47]=[CH:46][CH:45]=1)=O.C1CCCCC1>C1COCC1>[CH3:40][C:41]([CH3:51])([CH3:50])[C:42]([C:44]1[CH:49]=[CH:48][CH:47]=[CH:46][CH:45]=1)=[CH:9][C:10]1[N:11]=[CH:12][N:13]([C:15]([C:16]2[CH:17]=[CH:18][CH:19]=[CH:20][CH:21]=2)([C:22]2[CH:27]=[CH:26][CH:25]=[CH:24][CH:23]=2)[C:28]2[CH:33]=[CH:32][CH:31]=[CH:30][CH:29]=2)[CH:14]=1 |f:1.2|. Procedure: To a stirred suspension of (1-trityl-1H-imidazol-4-ylmethyl)-phosphonic acid diethyl ester (341 mg; CAS 473659-21-1) at r.t. in THF (7.5 ml) under an argon atmosphere was added potassium tert-butylate (83 mg). The mixture was then stirred at r.t. for 15 minutes, and 2,2-dimethylpropiophenone (0.1 ml) was added in one portion. The mixture (clear brown orange solution) was heated to 80° C. and stirring at that temperature was continued for 24 hours. The reaction mixture was directly adsorbed on si...